describe an organic reaction: reactants, conditions, products, and yield From a dataset of the Open Reaction Database (ORD), a public repository of structured organic reaction records. The reactants are CC(C)(C)OC(=O)Nc1cnc2[nH]c(C(=CC3CCOCC3)c3ccc(S(C)(=O)=O)cc3)cc2c1, CO. Product: CC(C)(C)OC(=O)Nc1cnc2[nH]c(C(CC3CCOCC3)c3ccc(S(C)(=O)=O)cc3)cc2c1. As a reaction SMILES: [C:1]([CH3:2])([CH3:3])([CH3:4])[O:5][C:6]([NH:7][c:8]1[cH:9][c:10]2[c:11]([n:12][cH:13]1)[nH:14][c:15]([C:17](=[CH:18][CH:19]1[CH2:20][CH2:21][O:22][CH2:23][CH2:24]1)[c:25]1[cH:26][cH:27][c:28]([S:31](=[O:32])(=[O:33])[CH3:34])[cH:29][cH:30]1)[cH:16]2)=[O:35].[CH3:36][OH:37]>>[C:1]([CH3:2])([CH3:3])([CH3:4])[O:5][C:6]([NH:7][c:8]1[cH:9][c:10]2[c:11]([n:12][cH:13]1)[nH:14][c:15]([CH:17]([CH2:18][CH:19]1[CH2:20][CH2:21][O:22][CH2:23][CH2:24]1)[c:25]1[cH:26][cH:27][c:28]([S:31](=[O:32])(=[O:33])[CH3:34])[cH:29][cH:30]1)[cH:16]2)=[O:35].